Task: describe an organic reaction: reactants, conditions, products, and yield. Dataset: the Open Reaction Database (ORD), a public repository of structured organic reaction records Starting materials: COC(C)(C)O, NC(N)=O, [Ni]. Product: COC(C)(C)OC(N)=O. RXN SMILES: [CH3:5][O:6][C:7]([CH3:8])([CH3:9])[OH:10].[NH2:1][C:2]([NH2:3])=[O:4].[Ni:11]>>[C:2]([NH2:3])(=[O:4])[O:10][C:7]([O:6][CH3:5])([CH3:8])[CH3:9]. Starting materials: COC(=O)c1ccc(-c2noc(-c3cc(-c4ccccc4)c(C(F)(F)F)s3)n2)cc1, ClCCl. Yields the product OCc1ccc(-c2noc(-c3cc(-c4ccccc4)c(C(F)(F)F)s3)n2)cc1. RXN SMILES: [C:1](=[O:2])([O:3][CH3:4])[c:5]1[cH:6][cH:7][c:8](-[c:11]2[n:12][o:13][c:14](-[c:16]3[s:17][c:18]([C:27]([F:28])([F:29])[F:30])[c:19](-[c:21]4[cH:22][cH:23][cH:24][cH:25][cH:26]4)[cH:20]3)[n:15]2)[cH:9][cH:10]1.[Cl:31][CH2:32][Cl:33]>>[CH2:1]([OH:2])[c:5]1[cH:6][cH:7][c:8](-[c:11]2[n:12][o:13][c:14](-[c:16]3[s:17][c:18]([C:27]([F:28])([F:29])[F:30])[c:19](-[c:21]4[cH:22][cH:23][cH:24][cH:25][cH:26]4)[cH:20]3)[n:15]2)[cH:9][cH:10]1. Starting materials: ice water, C1(=CC=CC=C1)C1=CC=2C3=C(C=NC2C=C1)N=CN3C3=C(C#N)C=CC=C3 (2-(8-phenyl-imidazo[4,5-c]quinolin-1-yl)-benzonitrile), Cl.NO (hydroxylamine hydrochloride), C([O-])([O-])=O.[Na+].[Na+] (sodium carbonate). Run in CN(C)C=O (DMF), O (water). Run at temperature 0 celsius, time 4 hour. The product is ONC(C1=C(C=CC=C1)N1C=NC=2C=NC=3C=CC(=CC3C21)C2=CC=CC=C2)=N (N-Hydroxy-2-(8-phenyl-imidazo[4,5-c]quinolin-1-yl)-benzamidine). Reaction SMILES: [C:1]1([C:7]2[CH:16]=[CH:15][C:14]3[N:13]=[CH:12][C:11]4[N:17]=[CH:18][N:19]([C:20]5[CH:27]=[CH:26][CH:25]=[CH:24][C:21]=5[C:22]#[N:23])[C:10]=4[C:9]=3[CH:8]=2)[CH:6]=[CH:5][CH:4]=[CH:3][CH:2]=1.Cl.[NH2:29][OH:30].C(=O)([O-])[O-].[Na+].[Na+]>CN(C=O)C.O>[OH:30][NH:29][C:22](=[NH:23])[C:21]1[CH:24]=[CH:25][CH:26]=[CH:27][C:20]=1[N:19]1[C:10]2[C:9]3[CH:8]=[C:7]([C:1]4[CH:2]=[CH:3][CH:4]=[CH:5][CH:6]=4)[CH:16]=[CH:15][C:14]=3[N:13]=[CH:12][C:11]=2[N:17]=[CH:18]1 |f:1.2,3.4.5|. Procedure details: To 300 mg (0.832 mmol) of 2-(8-phenyl-imidazo[4,5-c]quinolin-1-yl)-benzonitrile (Example 63) and 360 mg (5.19 mmol) hydroxylamine hydrochloride in 7 ml DMF, a solution of 490 mg (4.61 mmol) sodium carbonate in 2.6 ml water is added using a syringe within 3 min. After a few minutes, a precipitate starts to appear. Stirring is continued for 4 h at 70° C. (tlc-control). The reaction mixture is cooled to 0° C. and is poured into 100 ml ice-water. The compound is filtered off, washed with water and h... Starting materials: CC(C)(C)OC(=O)N1CCCC1COc1ccc(O)cc1, Clc1ccc(CBr)cc1. The product is CC(C)(C)OC(=O)N1CCCC1COc1ccc(OCc2ccc(Cl)cc2)cc1. RXN SMILES: [C:1]([CH3:2])([CH3:3])([CH3:4])[O:5][C:6](=[O:7])[N:8]1[CH:9]([CH2:13][O:14][c:15]2[cH:16][cH:17][c:18]([OH:21])[cH:19][cH:20]2)[CH2:10][CH2:11][CH2:12]1.[Cl:22][c:23]1[cH:24][cH:25][c:26]([CH2:27][Br:28])[cH:29][cH:30]1>>[C:1]([CH3:2])([CH3:3])([CH3:4])[O:5][C:6](=[O:7])[N:8]1[CH:9]([CH2:13][O:14][c:15]2[cH:16][cH:17][c:18]([O:21][CH2:27][c:26]3[cH:25][cH:24][c:23]([Cl:22])[cH:30][cH:29]3)[cH:19][cH:20]2)[CH2:10][CH2:11][CH2:12]1. Starting materials: [BH4-], CC(=O)c1ccncc1, CCO, [Na+]. The product is CC(O)c1ccncc1. RXN SMILES: [BH4-:1].[C:3]([CH3:4])(=[O:5])[c:6]1[cH:7][cH:8][n:9][cH:10][cH:11]1.[CH3:12][CH2:13][OH:14].[Na+:2]>>[CH:3]([CH3:4])([OH:5])[c:6]1[cH:7][cH:8][n:9][cH:10][cH:11]1. The reactants are N[C@H](C(=O)N[C@H](C(=O)O)[C@@H](C)N[C@@H](CC1=CNC2=CC=CC=C12)C(=O)O)CC(NC(C1=CC=C(C=C1)OC)C1=CC=C(C=C1)OC)=O ((2S,3R)-2-[[(2S)-2-amino-3-[N-[bis(4-methoxyphenyl)methyl]carbamoyl]propionyl]amino] 3-[[(1S)-1-carboxy-2-(3 indolyl)ethyl]amino]butyric acid), C1(=CC=CC=C1)OC (anisol), O (water), C(C)(=O)OCC (ethyl acetate). Yields the product N[C@H](C(=O)N[C@H](C(=O)O)[C@@H](C)N[C@@H](CC1=CNC2=CC=CC=C12)C(=O)O)CC(N)=O ((2S,3R)-2-[[(2S)-2-amino-3-carbamoylpropionyl]amino]3-[[(1S)-1-carboxy-2-(3-indolyl)ethyl]amino]butyric acid). Run at time 8 hour. Reported procedure: A solution of (2S,3R)-2-[[(2S)-2-amino-3-[N-[bis(4-methoxyphenyl)methyl]carbamoyl]propionyl]amino] 3-[[(1S)-1-carboxy-2-(3 indolyl)ethyl]amino]butyric acid (427 mg) in a mixture of trifluoroacetic acid (3 ml), anisol (0.5 ml) and ethaneditiol (0.1 ml) was stirred overnight at room temperature and the mixture was poured into a mixture of water (10 ml) and ethyl acetate (10 ml). The aqueous phase was separated and subjected to a column of Dowex 50W x 8 (H+, 20 ml). The column was washed with water... The yield is 30.6%. RXN SMILES: [NH2:1][C@@H:2]([CH2:27][C:28](=[O:47])[NH:29]C(C1C=CC(OC)=CC=1)C1C=CC(OC)=CC=1)[C:3]([NH:5][C@@H:6]([C@H:10]([NH:12][C@H:13]([C:24]([OH:26])=[O:25])[CH2:14][C:15]1[C:23]2[C:18](=[CH:19][CH:20]=[CH:21][CH:22]=2)[NH:17][CH:16]=1)[CH3:11])[C:7]([OH:9])=[O:8])=[O:4].C1(OC)C=CC=CC=1.O.C(OCC)(=O)C>FC(F)(F)C(O)=O>[NH2:1][C@@H:2]([CH2:27][C:28](=[O:47])[NH2:29])[C:3]([NH:5][C@@H:6]([C@H:10]([NH:12][C@H:13]([C:24]([OH:26])=[O:25])[CH2:14][C:15]1[C:23]2[C:18](=[CH:19][CH:20]=[CH:21][CH:22]=2)[NH:17][CH:16]=1)[CH3:11])[C:7]([OH:9])=[O:8])=[O:4]. Run in FC(C(=O)O)(F)F (trifluoroacetic acid). Reactants: CC(=O)[O-], CC(C)(C)c1ccc([I+]c2ccc(C(C)(C)C)cc2)cc1, COC(C)(C)C, COS(=O)(=O)c1ccc(C)cc1. Yields the product CC(C)(C)c1ccc([I+]c2ccc(C(C)(C)C)cc2)cc1, Cc1ccc(S(=O)(=O)[O-])cc1. Reaction SMILES: [C:1]([O-:2])(=[O:3])[CH3:4].[C:5]([CH3:6])([CH3:7])([CH3:8])[c:9]1[cH:10][cH:11][c:12]([I+:15][c:16]2[cH:17][cH:18][c:19]([C:22]([CH3:23])([CH3:24])[CH3:25])[cH:20][cH:21]2)[cH:13][cH:14]1.[CH3:38][O:39][C:40]([CH3:41])([CH3:42])[CH3:43].[c:26]1([CH3:37])[cH:27][cH:28][c:29]([S:32](=[O:33])(=[O:34])[O:35][CH3:36])[cH:30][cH:31]1>>[C:5]([CH3:6])([CH3:7])([CH3:8])[c:9]1[cH:10][cH:11][c:12]([I+:15][c:16]2[cH:17][cH:18][c:19]([C:22]([CH3:23])([CH3:24])[CH3:25])[cH:20][cH:21]2)[cH:13][cH:14]1.[c:26]1([CH3:37])[cH:27][cH:28][c:29]([S:32](=[O:33])(=[O:34])[O-:35])[cH:30][cH:31]1.